Dataset: the Open Reaction Database (ORD), a public repository of structured organic reaction records. Task: describe an organic reaction: reactants, conditions, products, and yield The reactants are C=CCN, CCO, O=C(O)C1CNc2cc(C(F)(F)F)ccc2O1. Product: C=CCNC(=O)C1CNc2cc(C(F)(F)F)ccc2O1. As a reaction SMILES: [CH2:18]([CH:19]=[CH2:20])[NH2:21].[CH3:22][CH2:23][OH:24].[F:1][C:2]([c:3]1[cH:4][cH:5][c:6]2[c:7]([cH:15]1)[NH:8][CH2:9][CH:10]([C:12](=[O:13])[OH:14])[O:11]2)([F:16])[F:17]>>[F:1][C:2]([c:3]1[cH:4][cH:5][c:6]2[c:7]([cH:15]1)[NH:8][CH2:9][CH:10]([C:12](=[O:14])[NH:21][CH2:18][CH:19]=[CH2:20])[O:11]2)([F:16])[F:17]. Starting materials: N=1C=CN2C1C=CC=C2CCCCN2C(SCC2=O)=O (3-[4-(imidazo-[1,2-a]pyridin-5-yl)butyl]thiazolidine-2,4-dione), C(CCC)=O (n-butyraldehyde), N1CCCCC1 (piperidine). Run in C(C)O (ethanol). Yields the product C(CCC)=C1C(N(C(S1)=O)CCCCC1=CC=CC=2N1C=CN2)=O (5-butylidene-3-[4-(imidazo[1,2-a]pyridin-5-yl)butyl]thiazolidine-2,4-dione). RXN SMILES: [N:1]1[CH:2]=[CH:3][N:4]2[C:9]([CH2:10][CH2:11][CH2:12][CH2:13][N:14]3[C:18](=[O:19])[CH2:17][S:16][C:15]3=[O:20])=[CH:8][CH:7]=[CH:6][C:5]=12.[CH:21](=O)[CH2:22][CH2:23][CH3:24].N1CCCCC1>C(O)C>[CH:21](=[C:17]1[S:16][C:15](=[O:20])[N:14]([CH2:13][CH2:12][CH2:11][CH2:10][C:9]2[N:4]3[CH:3]=[CH:2][N:1]=[C:5]3[CH:6]=[CH:7][CH:8]=2)[C:18]1=[O:19])[CH2:22][CH2:23][CH3:24]. Reported procedure: To a solution of 1.00 g (3.46 mmol) of 3-[4-(imidazo-[1,2-a]pyridin-5-yl)butyl]thiazolidine-2,4-dione and 0.31 ml (3.46 mmol) of n-butyraldehyde in 25 ml of ethanol, 0.03 ml (0.35 mmol) of piperidine was added, followed by refluxing for 2 hours. After the reaction mixture was cooled, the solvent was distilled off. The residue was dissolved in chloroform, washed with saturated aqueous sodium hydrogen carbonate and dried, after which the solvent was distilled off. The residue was purified by colum... The reactants are CCOC(=O)CC1Nc2ccccc2N(C)C1=O, C1CCOC1, [Li+], [OH-], O, O. Product: [Li+], CN1C(=O)C(CC(=O)[O-])Nc2ccccc21. RXN SMILES: [CH2:1]([CH3:2])[O:3][C:4]([CH2:5][CH:6]1[NH:7][c:8]2[cH:9][cH:10][cH:11][cH:12][c:13]2[N:14]([CH3:17])[C:15]1=[O:16])=[O:18].[CH2:22]1[O:23][CH2:24][CH2:25][CH2:26]1.[Li+:21].[OH-:20].[OH2:19].[OH2:27]>>[Li+:21].[O:3]=[C:4]([CH2:5][CH:6]1[NH:7][c:8]2[cH:9][cH:10][cH:11][cH:12][c:13]2[N:14]([CH3:17])[C:15]1=[O:16])[O-:18]. Reactants: CC1=NC(=NC=C1C(=O)O)C=1SC=CN1 (4-methyl-2-thiazol-2-yl-pyrimidine-5-carboxylic acid), C(C)C1=CN(C2=NC=C(C=C21)F)N (3-ethyl-5-fluoropyrrolo[2,3-b]pyridin-1-ylamine), C[N+]1(CCOCC1)C2=NC(=NC(=N2)OC)OC.[Cl-] (DMTMM). Solvent: C(=O)([O-])[O-].[Na+].[Na+] (Na2CO3), CN(C)C=O (DMF). Reaction conditions: temperature 40 celsius, time 1 hour. Yields the product C(C)C1=CN(C2=NC=C(C=C21)F)NC(=O)C=2C(=NC(=NC2)C=2SC=CN2)C (4-methyl-2-thiazol-2-yl-pyrimidine-5-carboxylic acid (3-ethyl-5-fluoro-pyrrolo[2,3-b]pyridin-1-yl)-amide). The yield is 66.2%. RXN SMILES: [CH3:1][C:2]1[C:7]([C:8]([OH:10])=O)=[CH:6][N:5]=[C:4]([C:11]2[S:12][CH:13]=[CH:14][N:15]=2)[N:3]=1.[CH2:16]([C:18]1[C:26]2[C:21](=[N:22][CH:23]=[C:24]([F:27])[CH:25]=2)[N:20]([NH2:28])[CH:19]=1)[CH3:17].C[N+]1(C2N=C(OC)N=C(OC)N=2)CCOCC1.[Cl-]>CN(C=O)C.C([O-])([O-])=O.[Na+].[Na+]>[CH2:16]([C:18]1[C:26]2[C:21](=[N:22][CH:23]=[C:24]([F:27])[CH:25]=2)[N:20]([NH:28][C:8]([C:7]2[C:2]([CH3:1])=[N:3][C:4]([C:11]3[S:12][CH:13]=[CH:14][N:15]=3)=[N:5][CH:6]=2)=[O:10])[CH:19]=1)[CH3:17] |f:2.3,5.6.7|. Procedure details: A solution of 4-methyl-2-thiazol-2-yl-pyrimidine-5-carboxylic acid (509 mg, 2.28 mmol) and 3-ethyl-5-fluoropyrrolo[2,3-b]pyridin-1-ylamine (340 mg, 1.9 mmol) in DMF (6 mL) is stirred at 40° C. for 1 h. The mixture is treated with DMTMM (524 mg, 1.9 mmol) and stirred at 40° C. for 1 h. The mixture is diluted with saturated aqueous Na2CO3 (5 mL) and stirred for 5 min. The precipitate is collected by filtration and dried in vacuo to afford 4-methyl-2-thiazol-2-yl-pyrimidine-5-carboxylic acid (3-eth... Reactants: C(C)OC(CSC1=CN=C(S1)NC(=O)N(C1CCNCC1)C1CCCCC1)=O ({2-[3-Cyclohexyl-3-piperidin-4-yl-ureido]-thiazol-5-ylsulfanyl}-acetic acid ethyl ester), C(=O)(OC(C)(C)C)N1C(CCCC1)=O (N-Boc piperidone), C1(CCCCC1)N (cyclo-hexylamine), (2-amino-thiazol-5-ylsulfanyl)-acetic acid ethyl, CN(S(=O)(=O)Cl)C (dimethylsulfamoyl chloride), ester. Yields the product C1(CCCCC1)N(C(NC=1SC(=CN1)SCC(=O)O)=O)C1CCN(CC1)S(N(C)C)(=O)=O ({2-[3-Cyclohexyl-3-(1-dimethylsulfamoyl-piperidin-4-yl)-ureido]-thiazol-5-ylsulfanyl}-acetic acid). Reaction SMILES: C([O:3][C:4](=[O:28])[CH2:5][S:6][C:7]1[S:11][C:10]([NH:12][C:13]([N:15]([CH:22]2[CH2:27][CH2:26][CH2:25][CH2:24][CH2:23]2)[CH:16]2[CH2:21][CH2:20][NH:19][CH2:18][CH2:17]2)=[O:14])=[N:9][CH:8]=1)C.C(N1CCCCC1=O)(OC(C)(C)C)=O.C1(N)CCCCC1.[CH3:50][N:51]([CH3:56])[S:52](Cl)(=[O:54])=[O:53]>>[CH:22]1([N:15]([CH:16]2[CH2:21][CH2:20][N:19]([S:52](=[O:54])(=[O:53])[N:51]([CH3:56])[CH3:50])[CH2:18][CH2:17]2)[C:13](=[O:14])[NH:12][C:10]2[S:11][C:7]([S:6][CH2:5][C:4]([OH:3])=[O:28])=[CH:8][N:9]=2)[CH2:27][CH2:26][CH2:25][CH2:24][CH2:23]1. Procedure details: {2-[3-Cyclohexyl-3-piperidin-4-yl-ureido]-thiazol-5-ylsulfanyl}-acetic acid ethyl ester was pre-pared in a similar manner to the synthesis of example 12 from N-Boc piperidone, cyclo-hexylamine and (2-amino-thiazol-5-ylsulfanyl)-acetic acid ethyl, Boc deprotection, reaction with dimethylsulfamoyl chloride and hydrolysis of the ester moiety as described in general procedure (I) gave the title compound. The reactants are C(C)(=O)OCC1=NC(=CC(=C1)CCC1=CC=C(C=C1)[N+](=O)[O-])C (2-Acetoxymethyl-4-(2-(4-nitrophenyl)ethyl)-6-methylpyridine), C(C)(=O)OCC1=NC(=CC(=C1)CCC1=CC=C(C=C1)[N+](=O)[O-])COC(C)=O (2,6-Bisacetoxymethyl-4-(2-(4-nitrophenyl)ethyl) pyridine), C(CC(O)(C(=O)O)CC(=O)O)(=O)O (citric acid). Run in C(C)O (ethanol). Run at time 10 minute. The product is OCC1=NC(=CC(=C1)CCC1=CC=C(C=C1)[N+](=O)[O-])CO (2,6-Bishydroxymethyl-4-(2-(4-nitrophenyl)ethyl) pyridine). As a reaction SMILES: C([O:4][CH2:5][C:6]1[CH:11]=[C:10]([CH2:12][CH2:13][C:14]2[CH:19]=[CH:18][C:17]([N+:20]([O-:22])=[O:21])=[CH:16][CH:15]=2)[CH:9]=[C:8]([CH2:23][O:24]C(=O)C)[N:7]=1)(=O)C.C(OCC1C=C(CCC2C=CC([N+]([O-])=O)=CC=2)C=C(C)N=1)(=O)C.C(O)(=O)CC(CC(O)=O)(C(O)=O)O>C(O)C>[OH:24][CH2:23][C:8]1[CH:9]=[C:10]([CH2:12][CH2:13][C:14]2[CH:19]=[CH:18][C:17]([N+:20]([O-:22])=[O:21])=[CH:16][CH:15]=2)[CH:11]=[C:6]([CH2:5][OH:4])[N:7]=1. Procedure details: Diacetate (7) (12.0 g, 34.1 mmol), was dissolved in 50 ml of ethanol. To this solution stirred at RT, sodium hydroxide 5 H, 20 ml was added at once. After 10 min, when the TLC test for the substrate was negative, the mixture was neutralized with citric acid, and partitioned between sat. sodium hydrogen carbonate and ethanol/chloroform 1:1. The extraction was repeated three times using 100 ml of organic solvent for each extraction. The combined extracts were evaporated and the residual mixture wa... Starting materials: C(CCCCCCCCCCCCCCCCC)N (Octadecylamine), [N+](=O)([O-])C1=C(CCl)C=CC=C1 (2-nitrobenzyl chloride). Solvent: C(C)O (ethanol). Reaction conditions: time 3 day. Product: [N+](=O)([O-])C1=C(CCCCCCCCCCCCCCCCCCCN)C=CC=C1 (N-(2-Nitrobenzyl)octadecylamine). Reaction SMILES: [CH2:1]([NH2:19])[CH2:2][CH2:3][CH2:4][CH2:5][CH2:6][CH2:7][CH2:8][CH2:9][CH2:10][CH2:11][CH2:12][CH2:13][CH2:14][CH2:15][CH2:16][CH2:17][CH3:18].[N+:20]([C:23]1[CH:30]=[CH:29][CH:28]=[CH:27][C:24]=1[CH2:25]Cl)([O-:22])=[O:21]>C(O)C>[N+:20]([C:23]1[CH:30]=[CH:29][CH:28]=[CH:27][C:24]=1[CH2:25][CH2:18][CH2:17][CH2:16][CH2:15][CH2:14][CH2:13][CH2:12][CH2:11][CH2:10][CH2:9][CH2:8][CH2:7][CH2:6][CH2:5][CH2:4][CH2:3][CH2:2][CH2:1][NH2:19])([O-:22])=[O:21]. Reported procedure: Octadecylamine (13.5 g, 0.05 mol) was dissolved in warm absolute ethanol (300 ml) and 2-nitrobenzyl chloride was added. After three days at room temperature, the mixture was cooled and the unreacted octadecylamine which crystallized was removed by filtration. The filtrate was evaporated to dryness and the residue dissolved in dilute aqueous hydrochloric acid. Ether extraction of the acidic solution removed unreacted 2-nitrobenzyl chloride. The aqueous layer was made basic with potassium hydroxid...